From a dataset of the Open Reaction Database (ORD), a public repository of structured organic reaction records. describe an organic reaction: reactants, conditions, products, and yield Starting materials: CC1=C(N(C2=CC=C(C=C12)O)CCC)C1=CC=CC=C1 (3-methyl-2-phenyl-1-propyl-1H-indole-5-ol), C(C)OC(C(C)(C)Br)=O (2-bromo-2-methyl-propanoic acid ethylester). Product: C(C)OC(C(C)(OC=1C=C2C(=C(N(C2=CC1)CCC)C1=CC=CC=C1)C)C)=O (2-Methyl-2-[3-methyl-2-phenyl-1-propyl-1H-indole-5-yloxy]-propanoic acid ethylester). Reaction SMILES: [CH3:1][C:2]1[C:10]2[C:5](=[CH:6][CH:7]=[C:8]([OH:11])[CH:9]=2)[N:4]([CH2:12][CH2:13][CH3:14])[C:3]=1[C:15]1[CH:20]=[CH:19][CH:18]=[CH:17][CH:16]=1.[CH2:21]([O:23][C:24](=[O:29])[C:25](Br)([CH3:27])[CH3:26])[CH3:22]>>[CH2:21]([O:23][C:24](=[O:29])[C:25]([CH3:27])([O:11][C:8]1[CH:9]=[C:10]2[C:5](=[CH:6][CH:7]=1)[N:4]([CH2:12][CH2:13][CH3:14])[C:3]([C:15]1[CH:20]=[CH:19][CH:18]=[CH:17][CH:16]=1)=[C:2]2[CH3:1])[CH3:26])[CH3:22]. Procedure details: The above compound was prepared from 3-methyl-2-phenyl-1-propyl-1H-indole-5-ol and 2-bromo-2-methyl-propanoic acid ethylester using a procedure analogous to that of Example 10. Starting materials: C(C)C1=NN(C2=CC=CC(=C12)NC(=O)C1=CN=C2N1C=CC=C2)CC2=NC(=CC=C2)C=C (N-(3-ethyl-1-((6-vinylpyridin-2-yl)methyl)-1H-indazol-4-yl)imidazo[1,2-a]pyridine-3-carboxamide). Reagents/catalysts: [Pd] (palladium on carbon). Run in CO (MeOH). Run at time 1 hour. Yields the product C(C)C1=NN(C2=CC=CC(=C12)NC(=O)C1=CN=C2N1C=CC=C2)CC2=NC(=CC=C2)CC (N-(3-ethyl-1-((6-ethylpyridin-2-yl)methyl)-1H-indazol-4-yl)imidazo[1,2-a]pyridine-3-carboxamide). Yield: 54.4%. As a reaction SMILES: [CH2:1]([C:3]1[C:11]2[C:6](=[CH:7][CH:8]=[CH:9][C:10]=2[NH:12][C:13]([C:15]2[N:19]3[CH:20]=[CH:21][CH:22]=[CH:23][C:18]3=[N:17][CH:16]=2)=[O:14])[N:5]([CH2:24][C:25]2[CH:30]=[CH:29][CH:28]=[C:27]([CH:31]=[CH2:32])[N:26]=2)[N:4]=1)[CH3:2]>CO.[Pd]>[CH2:1]([C:3]1[C:11]2[C:6](=[CH:7][CH:8]=[CH:9][C:10]=2[NH:12][C:13]([C:15]2[N:19]3[CH:20]=[CH:21][CH:22]=[CH:23][C:18]3=[N:17][CH:16]=2)=[O:14])[N:5]([CH2:24][C:25]2[CH:30]=[CH:29][CH:28]=[C:27]([CH2:31][CH3:32])[N:26]=2)[N:4]=1)[CH3:2]. Procedure details: To N-(3-ethyl-1-((6-vinylpyridin-2-yl)methyl)-1H-indazol-4-yl)imidazo[1,2-a]pyridine-3-carboxamide (11 mg, 0.026 mmol) in MeOH (3 mL) was added palladium on carbon (10% wt, 8 mg). The reaction mixture was purged with N2 three times followed by a purge with H2. A H2 balloon was applied to the reaction mixture. The mixture was stirred for one hour and filtered through a plug of silica gel. The plug was washed with MeOH (20 mL). The filtrate was concentrated under reduced pressure and the residue w... The reactants are Dlα-amino-δ-phenylbutyric acid, C=CC1=CC=CC=C1 (styrene), CC(C(=O)[O-])(NC(=O)C1=CC=CC=C1)OC (methyl- -methoxyhippurate), S(=O)(Cl)Cl (thionyl chloride), ice, CO (methanol). Reaction conditions: time 3 day. Product: Cl.COC(C(CCC1=CC=CC=C1)N)=O (Methyl-2-amino-4-phenylbutyrate hydrochloride). RXN SMILES: [CH2:1]=[CH:2][C:3]1[CH:8]=[CH:7][CH:6]=[CH:5][CH:4]=1.C[C:10](OC)([NH:14]C(C1C=CC=CC=1)=O)[C:11]([O-:13])=[O:12].S(Cl)([Cl:27])=O.[CH3:29]O>>[ClH:27].[CH3:29][O:13][C:11](=[O:12])[CH:10]([NH2:14])[CH2:1][CH2:2][C:3]1[CH:8]=[CH:7][CH:6]=[CH:5][CH:4]=1 |f:4.5|. Procedure: Dlα-amino-δ-phenylbutyric acid, prepared through amidoalkylation of styrene with methyl- -methoxyhippurate, according to Ben-Ishai et al (4.1 g, 0.018M) was dissolved in dry methanol, cooled in ice bath. Freshly distilled thionyl chloride (14.7 g, 0.12M) was added during 15 min. the ice bath was removed and the reaction mixture was left at room temp. for 3 days. Dry ether (400 ml) was added and the resulting hydrochloride ester precipitated (3.7 g, 88%) m.p. 153°-4°, lit. [D. Ben-Ishai, R. Moshe... Starting materials: COC(=O)c1cc(Cl)nc(N2CCC(NC(=O)c3cc(Br)c(C)[nH]3)CC2)c1, C1CCOC1, Cl, [Li+], [OH-]. Product: Cc1[nH]c(C(=O)NC2CCN(c3cc(C(=O)O)cc(Cl)n3)CC2)cc1Br. Reaction SMILES: [Br:1][c:2]1[cH:3][c:4]([C:8](=[O:9])[NH:10][CH:11]2[CH2:12][CH2:13][N:14]([c:17]3[cH:18][c:19]([C:20](=[O:21])[O:22][CH3:23])[cH:24][c:25]([Cl:27])[n:26]3)[CH2:15][CH2:16]2)[nH:5][c:6]1[CH3:7].[CH2:31]1[O:32][CH2:33][CH2:34][CH2:35]1.[ClH:30].[Li+:28].[OH-:29]>>[Br:1][c:2]1[cH:3][c:4]([C:8](=[O:9])[NH:10][CH:11]2[CH2:12][CH2:13][N:14]([c:17]3[cH:18][c:19]([C:20](=[O:21])[OH:22])[cH:24][c:25]([Cl:27])[n:26]3)[CH2:15][CH2:16]2)[nH:5][c:6]1[CH3:7]. Yields the product IC1=CC=C(C=C1)CSC(C)=O (1-Iodo-4-(S-acetylthiomethyl)benzene). Solvent: CN(C(C)=O)C (N,N-dimethylacetamide). Procedure details: Following a general procedure (Zheng et al. (1999) Tetrahedron Lett. 40: 603–606), potassium thioacetate (2.20 g, 19.3 mmol) was added to a solution of 4-(bromomethyl)-1-iodobenzene (4.80 g, 16.2 mmol) in anhydrous N,N-dimethylacetamide (15 mL). The mixture was stirred overnight at rt, poured into water, and extracted with CH2Cl2. The combined organic extracts were washed with water, dried (Na2SO4) and evaporated. The resulting brown oil was distilled (90° C., 0.005 mmHg) to obtain a pale-yellow... Run at time 8 hour. Reaction SMILES: [C:1]([O-:4])(=[S:3])[CH3:2].[K+].Br[CH2:7][C:8]1[CH:13]=[CH:12][C:11]([I:14])=[CH:10][CH:9]=1.O>CN(C)C(=O)C>[I:14][C:11]1[CH:12]=[CH:13][C:8]([CH2:7][S:3][C:1](=[O:4])[CH3:2])=[CH:9][CH:10]=1 |f:0.1|. Reactants: C(C)(=S)[O-].[K+] (potassium thioacetate), BrCC1=CC=C(C=C1)I (4-(bromomethyl)-1-iodobenzene), O (water). Starting materials: FC=1C=C(C=CC1)S(=O)(=O)N1[C@@H](CCCC1)C(=O)N[C@H](C(=O)O)CC1=CC=C(C=C1)OCCCF ((S)-2-{[(S)-1-(3-Fluoro-benzenesulfonyl)-piperidine-2-carbonyl]-amino}-3-[4-(3-fluoro-propoxy)-phenyl]-propionic acid), NC1CC(NC(C1)(C)C)(C)C (4-amino-2,2,6,6-tetramethylpiperidine), ON1N=NC2=C1C=CC=C2 (1-hydroxybenzotriazole), Cl.CN(CCCN=C=NCC)C (1-[3-(dimethylamino)propyl]-3-ethylcarbodiimide hydrochloride). Solvent: ClCCl (dichloromethane), ClCCl (dichloromethane). Conditions: time 8 hour. Product: FCCCOC1=CC=C(C=C1)C[C@@H](C(NC1CC(NC(C1)(C)C)(C)C)=O)NC(=O)C1N(CCCC1)S(=O)(=O)C1=CC(=CC=C1)F (1-(3-Fluoro-benzenesulfonyl)-piperidine-2-carboxylic acid [(S)-2-[4-(3-fluoro-propoxy)-phenyl]-1-(2,2,6,6-tetramethyl-piperidin-4-yl-carbamoyl)-ethyl]-amide). The yield is 26.0%. As a reaction SMILES: [F:1][C:2]1[CH:3]=[C:4]([S:8]([N:11]2[CH2:16][CH2:15][CH2:14][CH2:13][C@H:12]2[C:17]([NH:19][C@@H:20]([CH2:24][C:25]2[CH:30]=[CH:29][C:28]([O:31][CH2:32][CH2:33][CH2:34][F:35])=[CH:27][CH:26]=2)[C:21]([OH:23])=O)=[O:18])(=[O:10])=[O:9])[CH:5]=[CH:6][CH:7]=1.[NH2:36][CH:37]1[CH2:42][C:41]([CH3:44])([CH3:43])[NH:40][C:39]([CH3:46])([CH3:45])[CH2:38]1.ON1C2C=CC=CC=2N=N1.Cl.CN(C)CCCN=C=NCC>ClCCl>[F:35][CH2:34][CH2:33][CH2:32][O:31][C:28]1[CH:29]=[CH:30][C:25]([CH2:24][C@H:20]([NH:19][C:17]([CH:12]2[CH2:13][CH2:14][CH2:15][CH2:16][N:11]2[S:8]([C:4]2[CH:5]=[CH:6][CH:7]=[C:2]([F:1])[CH:3]=2)(=[O:10])=[O:9])=[O:18])[C:21](=[O:23])[NH:36][CH:37]2[CH2:38][C:39]([CH3:46])([CH3:45])[NH:40][C:41]([CH3:44])([CH3:43])[CH2:42]2)=[CH:26][CH:27]=1 |f:3.4|. Reported procedure: (S)-2-{[(S)-1-(3-Fluoro-benzenesulfonyl)-piperidine-2-carbonyl]-amino}-3-[4-(3-fluoro-propoxy)-phenyl]-propionic acid (80 mg, 0.16 mmol), 4-amino-2,2,6,6-tetramethylpiperidine (25 mg, 0.16 mmol), 1-hydroxybenzotriazole (30 mg, 0.22 mmol) and 1-[3-(dimethylamino)propyl]-3-ethylcarbodiimide hydrochloride (39 mg, 0.20 mmol) were mixed in dichloromethane (2 mL). The mixture was stirred overnight at room temperature. The reaction mixture was diluted with dichloromethane and washed twice with a satura...